This data is from the Open Reaction Database (ORD), a public repository of structured organic reaction records. The task is: describe an organic reaction: reactants, conditions, products, and yield Starting materials: CNS(=O)(=O)c1ccc2c(c1)CC(=O)N2, COc1cc2c(Cl)ncnc2cc1OCCCN1CCOCC1, [H-], [Na+], CN(C)C=O. Product: CNS(=O)(=O)c1ccc2c(c1)C(c1ncnc3cc(OCCCN4CCOCC4)c(OC)cc13)C(=O)N2, Cl. As a reaction SMILES: [CH3:1][NH:2][S:3](=[O:4])(=[O:5])[c:6]1[cH:7][c:8]2[c:12]([cH:13][cH:14]1)[NH:11][C:10](=[O:15])[CH2:9]2.[Cl:18][c:19]1[n:20][cH:21][n:22][c:23]2[cH:24][c:25]([O:31][CH2:32][CH2:33][CH2:34][N:35]3[CH2:36][CH2:37][O:38][CH2:39][CH2:40]3)[c:26]([O:29][CH3:30])[cH:27][c:28]12.[H-:16].[Na+:17].[O:41]=[CH:42][N:43]([CH3:44])[CH3:45]>>[CH3:1][NH:2][S:3](=[O:4])(=[O:5])[c:6]1[cH:7][c:8]2[c:12]([cH:13][cH:14]1)[NH:11][C:10](=[O:15])[CH:9]2[c:19]1[n:20][cH:21][n:22][c:23]2[cH:24][c:25]([O:31][CH2:32][CH2:33][CH2:34][N:35]3[CH2:36][CH2:37][O:38][CH2:39][CH2:40]3)[c:26]([O:29][CH3:30])[cH:27][c:28]12.[ClH:18]. RXN SMILES: [CH3:1][N:2]([CH3:34])[C:3]([C:5]1[N:6]([C:28]2[CH:33]=[CH:32][CH:31]=[CH:30][CH:29]=2)[C:7]2[C:12]([C:13](=[O:26])[C:14]=1[CH2:15][NH:16][C:17]([C:19]1[CH:20]=[N:21][C:22](Cl)=[CH:23][CH:24]=1)=[O:18])=[CH:11][CH:10]=[C:9]([Cl:27])[CH:8]=2)=[O:4].[NH:35]1[CH2:40][CH2:39][CH:38]([CH2:41][OH:42])[CH2:37][CH2:36]1>CN1C(=O)CCC1>[Cl:27][C:9]1[CH:8]=[C:7]2[C:12]([C:13](=[O:26])[C:14]([CH2:15][NH:16][C:17]([C:19]3[CH:24]=[CH:23][C:22]([N:35]4[CH2:40][CH2:39][CH:38]([CH2:41][OH:42])[CH2:37][CH2:36]4)=[N:21][CH:20]=3)=[O:18])=[C:5]([C:3](=[O:4])[N:2]([CH3:1])[CH3:34])[N:6]2[C:28]2[CH:33]=[CH:32][CH:31]=[CH:30][CH:29]=2)=[CH:11][CH:10]=1. The reactants are CN(C(=O)C=1N(C2=CC(=CC=C2C(C1CNC(=O)C=1C=NC(=CC1)Cl)=O)Cl)C1=CC=CC=C1)C (7-chloro-3-{[(6-chloro-pyridine-3-carbonyl)-amino]-methyl}-4-oxo-1-phenyl-1,4-dihydro-quinoline-2-carboxylic acid dimethylamide), N1CCC(CC1)CO (piperidin-4-ylmethanol). The solvent is CN1CCCC1=O (NMP). Procedure details: The intermediate 7-chloro-3-{[(6-chloro-pyridine-3-carbonyl)-amino]-methyl}-4-oxo-1-phenyl-1,4-dihydro-quinoline-2-carboxylic acid dimethylamide (70 mg, 0.141 mmol) was combined with piperidin-4-ylmethanol (40 mg, 0.346 mmol) and NMP (2 mL). The reaction mixture was heated at 125° C. for 2 hr. After this time, the crude product was subjected to preparative reverse-phase HPLC purification. The product, 4-hydroxymethyl-3,4,5,6-tetrahydro-2H[1,2′]bipyridinyl-5′-carboxylic acid (7-chloro-2-dimethylc... Conditions: temperature 125 celsius. The yield is 37.0%. Yields the product ClC1=CC=C2C(C(=C(N(C2=C1)C1=CC=CC=C1)C(N(C)C)=O)CNC(=O)C=1C=CC(=NC1)N1CCC(CC1)CO)=O (4-hydroxymethyl-3,4,5,6-tetrahydro-2H[1,2′]bipyridinyl-5′-carboxylic acid (7-chloro-2-dimethylcarbamoyl-4-oxo-1-phenyl-1,4-dihydro-quinolin-3-ylmethyl)-amide), white solid. Starting materials: [BH4-].[Na+] (sodium borohydride), [Cl-].[Ca+2].[Cl-] (calcium chloride), C(C1=CC=CC=C1)OC(=O)N[C@@H](C(F)(F)F)C(=O)OCC (ethyl N-[(benzyloxy)carbonyl]-3,3,3-trifluoroalaninate). The solvent is C(C)OCC (diethyl ether). Conditions: time 16 hour. The product is FC(C(CO)NC(OCC1=CC=CC=C1)=O)(F)F (benzyl (1,1,1-trifluoro-3-hydroxypropan-2-yl)carbamate). RXN SMILES: [Cl-].[Ca+2].[Cl-].[BH4-].[Na+].[CH2:6]([O:13][C:14]([NH:16][C@H:17]([C:22](OCC)=[O:23])[C:18]([F:21])([F:20])[F:19])=[O:15])[C:7]1[CH:12]=[CH:11][CH:10]=[CH:9][CH:8]=1>C(OCC)C>[F:19][C:18]([F:20])([F:21])[CH:17]([NH:16][C:14](=[O:15])[O:13][CH2:6][C:7]1[CH:12]=[CH:11][CH:10]=[CH:9][CH:8]=1)[CH2:22][OH:23] |f:0.1.2,3.4|. Reported procedure: To a suspension of calcium chloride (2885 g, 26.23 mol) in diethyl ether (8 L) under a nitrogen atmosphere was added sodium borohydride (1993 g, 52.45 mol). To this mixture was added dropwise ethyl N-[(benzyloxy)carbonyl]-3,3,3-trifluoroalaninate (3.28 M solution in diethyl ether, 2000 mL, 6.56 mol) at 0° C. The reaction mixture was allowed to warm to ambient temperature. After 16 hours, reaction mixture was quenched with water (10 L) and extracted with ethyl acetate (3×2000 mL). The organic lay... Reactants: C(C)(=O)NC1=NC(N([C@H]2[C@H](OC)[C@H](O)[C@@H](CO)O2)C=C1)=O (N4 -acetyl-2'-O-methyl cytidine), COC1=CC=C(C(C2=CC=C(C=C2)OC)(C2=CC=CC=C2)Cl)C=C1 (4,4'-dimethoxytrityl chloride). The solvent is N1=CC=CC=C1 (pyridine). Product: CO[C@H]1[C@@H](O[C@@H]([C@H]1O)CO)N1C(=O)N=C(N)C=C1 (2'-O-methylcytidine). Yield: 65.0%. As a reaction SMILES: C([NH:4][C:5]1[CH:20]=[CH:19][N:8]([C@@H:9]2[O:18][C@H:15]([CH2:16][OH:17])[C@@H:13]([OH:14])[C@H:10]2[O:11][CH3:12])[C:7](=[O:21])[N:6]=1)(=O)C.COC1C=CC(C(Cl)(C2C=CC=CC=2)C2C=CC(OC)=CC=2)=CC=1>N1C=CC=CC=1>[CH3:12][O:11][C@@H:10]1[C@H:13]([OH:14])[C@@H:15]([CH2:16][OH:17])[O:18][C@H:9]1[N:8]1[CH:19]=[CH:20][C:5]([NH2:4])=[N:6][C:7]1=[O:21]. Procedure: In accordance with the present invention, DMT CAc -2'-OMe-3'-cyanoethylphosphoramidite ("CAc 2'-OMe phosphoramidite") of the formula ##STR4## was synthesized as depicted in Scheme I. Cytidine (1) was quantitatively converted to 2 by a selective acetylation procedure [Bhat, U. et al., Nucleoside aid Nucleotides (1989) 8, 179-183)]. N4 -Acetylcytidine 2 was reacted with 1,3-dichloro- 1,1,3,3-tetraisopropyldisiloxane to give N4 -acetyl-3,5'-O-tetraisopropyldisiloxane-1,3-diyl-cytidine (3) in 90% yi... Reactants: Cl (hydrochloric acid), [BH4-].[Na+] (Sodium borohydride), CN(C1=CC=C(C=C1)C(C(=O)C1=CC=CC=C1)NCCO)C (2-(4-dimethylaminophenyl)-2-(hydroxyethylamino)acetophenone), Cl (HCl), [OH-].[Na+] (sodium hydroxide). Isolated yield 63.1%. As a reaction SMILES: [BH4-].[Na+].[CH3:3][N:4]([CH3:24])[C:5]1[CH:10]=[CH:9][C:8]([CH:11]([NH:20][CH2:21][CH2:22][OH:23])[C:12]([C:14]2[CH:19]=[CH:18][CH:17]=[CH:16][CH:15]=2)=[O:13])=[CH:7][CH:6]=1.Cl.[OH-].[Na+]>C(O)C.CO>[CH3:3][N:4]([CH3:24])[C:5]1[CH:6]=[CH:7][C:8]([CH:11]([NH:20][CH2:21][CH2:22][OH:23])[CH:12]([C:14]2[CH:15]=[CH:16][CH:17]=[CH:18][CH:19]=2)[OH:13])=[CH:9][CH:10]=1 |f:0.1,4.5|. Reaction conditions: time 0.5 hour. The product is CN(C1=CC=C(C=C1)C(C(O)C1=CC=CC=C1)NCCO)C (4-(Dimethylamino)-β-[(2-hydroxyethyl)amino]-α-phenylbenzeneethanol). Solvent: CO (methanol), C(C)O (ethanol). Procedure details: Sodium borohydride (0.22 g, 0.0057 mole) was added in several portions to a stirred suspension of 2-(4-dimethylaminophenyl)-2-(hydroxyethylamino)acetophenone (0.85 g, 0.00285 mole) in 50 ml of absolute ethanol and the mixture stirred at ambient temperature for 0.5 hr. The mixture was then heated to reflux temperature for 0.5 hr, cooled to ambient temperature, and 6N HCl solution added until the mixture was neutral. The mixture was concentrated to give a yellow solid. This solid was dissolved in ... The reactants are O (Water), ClC=1C=CC(=C(C1)NC(C(C)(C)C)=O)[N+](=O)[O-] (N-(5-Chloro-2-nitropheny)-2,2-dimethylpropanamide), CC(C)(C)S (2-methyl-2-propanethiol), C([O-])([O-])=O.[K+].[K+] (potassium carbonate). Run in CN(C=O)C (N,N-dimethylformamide). Run at temperature 100 celsius, time 17 hour. The product is C(C)(C)(C)SC=1C=CC(=C(C1)NC(C(C)(C)C)=O)[N+](=O)[O-] (N-[5-(tert-Butylthio)-2-nitrophenyl]-2,2-dimethylpropanamide). Yield: 88.1%. RXN SMILES: Cl[C:2]1[CH:3]=[CH:4][C:5]([N+:15]([O-:17])=[O:16])=[C:6]([NH:8][C:9](=[O:14])[C:10]([CH3:13])([CH3:12])[CH3:11])[CH:7]=1.[CH3:18][C:19]([SH:22])([CH3:21])[CH3:20].C(=O)([O-])[O-].[K+].[K+].O>CN(C)C=O>[C:19]([S:22][C:2]1[CH:3]=[CH:4][C:5]([N+:15]([O-:17])=[O:16])=[C:6]([NH:8][C:9](=[O:14])[C:10]([CH3:13])([CH3:12])[CH3:11])[CH:7]=1)([CH3:21])([CH3:20])[CH3:18] |f:2.3.4|. Procedure: A mixture of N-(5-chloro-2-nitropheny)-2,2-dimethylpropanamide (Step A, 1.54 g, 6.0 mmol), 2-methyl-2-propanethiol (675 μL, 6.0 mmol) and potassium carbonate (993 mg, 7.2 mmol) in N,N-dimethylformamide (25 mL) was stirred in a sealed tube at 100° C. for 17 h. Water (20 mL) was added and precipitate was collected by filtration and dried in vacuo at 50° C. to afford the title compound (1.64 g, 88%) as an orange solid. The reactants are C1OC=2C=C(C=CC2O1)C1=C(C(C2=CC=CC=C12)=O)C(=O)OCC (ethyl 3-(3,4-methylenedioxyphenyl)-1-oxoindene-2-carboxylate), COC=1C=C(C=CC1)[Mg]Br (3-methoxyphenyl magnesium bromide), COC=1C=C(C=CC1)[Mg]Br (3-methoxyphenyl magnesium bromide), COC=1C=C(C=CC1)[Mg]Br (3-methoxyphenyl magnesium bromide). Solvent: C1CCOC1 (THF). Reaction conditions: time 15 minute. The product is COC=1C=C(C=CC1)C1C(C(C2=CC=CC=C12)C1=CC2=C(C=C1)OCO2)C(=O)O (1-(3-Methoxyphenyl)-3-(3,4-methylenedioxyphenyl)indane-2-carboxylic acid). Isolated yield 124.6%. RXN SMILES: [CH2:1]1[O:9][C:8]2[CH:7]=[CH:6][C:5]([C:10]3[C:18]4[C:13](=[CH:14][CH:15]=[CH:16][CH:17]=4)[C:12](=O)[C:11]=3[C:20]([O:22]CC)=[O:21])=[CH:4][C:3]=2[O:2]1.[CH3:25][O:26][C:27]1[CH:28]=[C:29]([Mg]Br)[CH:30]=[CH:31][CH:32]=1>C1COCC1>[CH3:25][O:26][C:27]1[CH:32]=[C:31]([CH:12]2[C:13]3[C:18](=[CH:17][CH:16]=[CH:15][CH:14]=3)[CH:10]([C:5]3[CH:6]=[CH:7][C:8]4[O:9][CH2:1][O:2][C:3]=4[CH:4]=3)[CH:11]2[C:20]([OH:22])=[O:21])[CH:30]=[CH:29][CH:28]=1. Procedure: To a solution of ethyl 3-(3,4-methylenedioxyphenyl)-1-oxoindene-2-carboxylate (100 mg, 0.31 mmol) in THF (2 ml) under an argon atmosphere at 0° C. was added a solution of freshly prepared 3-methoxyphenyl magnesium bromide (0.31 mmol). After stirring for 15 min, additional 3-methoxyphenyl magnesium bromide (0.06 mmol) was added. Stirring was continued for 45 min, at which time thin layer chromatographic analysis indicated that the reaction was incomplete. Additional 3-methoxyphenyl magnesium brom... Starting materials: Cn1c(C(F)(F)F)cc(=O)n(-c2ccc(Cl)c(CO)c2)c1=O, ClCCl, O=[Cr](=O)([O-])Cl, c1cc[nH+]cc1. The product is Cn1c(C(F)(F)F)cc(=O)n(-c2ccc(Cl)c(C=O)c2)c1=O. RXN SMILES: [Cl:1][c:2]1[c:3]([CH2:4][OH:5])[cH:6][c:7](-[n:10]2[c:11](=[O:22])[n:12]([CH3:21])[c:13]([C:17]([F:18])([F:19])[F:20])[cH:14][c:15]2=[O:16])[cH:8][cH:9]1.[Cl:34][CH2:35][Cl:36].[O:23]=[Cr:24]([Cl:25])([O-:26])=[O:27].[nH+:28]1[cH:29][cH:30][cH:31][cH:32][cH:33]1>>[Cl:1][c:2]1[c:3]([CH:4]=[O:5])[cH:6][c:7](-[n:10]2[c:11](=[O:22])[n:12]([CH3:21])[c:13]([C:17]([F:18])([F:19])[F:20])[cH:14][c:15]2=[O:16])[cH:8][cH:9]1. Starting materials: O[C@@H]1CC[C@H](CC1)C(=O)O (trans-4-hydroxycyclohexane carboxylic acid), C(CCCCC)O[C@@H](C(=O)Cl)C ((R)-2-n-hexyloxypropanoyl chloride). Product: C(CCCCC)O[C@@H](C(=O)O[C@@H]1CC[C@H](CC1)C(=O)O)C ((R)-trans-4-(2-n-hexyloxypropanoyloxy)cyclohexane carboxylic acid). Reaction SMILES: [OH:1][C@H:2]1[CH2:7][CH2:6][C@H:5]([C:8]([OH:10])=[O:9])[CH2:4][CH2:3]1.[CH2:11]([O:17][C@H:18]([CH3:22])[C:19](Cl)=[O:20])[CH2:12][CH2:13][CH2:14][CH2:15][CH3:16]>>[CH2:11]([O:17][C@H:18]([CH3:22])[C:19]([O:1][C@H:2]1[CH2:7][CH2:6][C@H:5]([C:8]([OH:10])=[O:9])[CH2:4][CH2:3]1)=[O:20])[CH2:12][CH2:13][CH2:14][CH2:15][CH3:16]. Procedure details: Using trans-4-hydroxycyclohexane carboxylic acid (1.01 g, 7 mmol) and (R)-2-n-hexyloxypropanoyl chloride (1.35 g, 7 mmol), the reaction was carried out in the same manner as described in Example 4, (1), to give the title compound as a pale yellow oil; yield: 750 mg.